Dataset: the Open Reaction Database (ORD), a public repository of structured organic reaction records. Task: describe an organic reaction: reactants, conditions, products, and yield The reactants are CC(C)(C)OC(=O)N1CCc2cc(N)ccc2C1, ClCCl, O=C(O)C(F)(F)F. Yields the product Nc1ccc2c(c1)CCNC2. RXN SMILES: [C:1]([O:2][C:3](=[O:4])[N:8]1[CH2:9][c:10]2[cH:11][cH:12][c:13]([NH2:18])[cH:14][c:15]2[CH2:16][CH2:17]1)([CH3:5])([CH3:6])[CH3:7].[CH2:26]([Cl:27])[Cl:28].[OH:19][C:20]([C:21]([F:22])([F:23])[F:24])=[O:25]>>[NH:8]1[CH2:9][c:10]2[cH:11][cH:12][c:13]([NH2:18])[cH:14][c:15]2[CH2:16][CH2:17]1. Reactants: COc1ccc(-c2nc(C)c[nH]2)cc1, Cl, O. Product: COc1ccc(-c2nc(C)c(Cl)[nH]2)cc1. As a reaction SMILES: [CH3:1][O:2][c:3]1[cH:4][cH:5][c:6](-[c:9]2[nH:10][cH:11][c:12]([CH3:14])[n:13]2)[cH:7][cH:8]1.[ClH:15].[OH2:16]>>[CH3:1][O:2][c:3]1[cH:4][cH:5][c:6](-[c:9]2[nH:10][c:11]([Cl:15])[c:12]([CH3:14])[n:13]2)[cH:7][cH:8]1.